From a dataset of the Open Reaction Database (ORD), a public repository of structured organic reaction records. describe an organic reaction: reactants, conditions, products, and yield Starting materials: [H-].[Al+3].[Li+].[H-].[H-].[H-] (lithium aluminium hydride), C(C1=CC=CC=C1)NC1(COC1)CC#N (3-(benzylamino)oxetan-3-acetonitrile). The solvent is C(C)OCC (diethyl ether), C(C)OCC (diethyl ether). Reaction conditions: temperature 0 celsius, time 2 hour. Yields the product NCCC1(COC1)NCC1=CC=CC=C1 (3-(aminoethyl)-N-benzyloxetan-3-amine). Yield: 90.2%. Reaction SMILES: [H-].[Al+3].[Li+].[H-].[H-].[H-].[CH2:7]([NH:14][C:15]1([CH2:19][C:20]#[N:21])[CH2:18][O:17][CH2:16]1)[C:8]1[CH:13]=[CH:12][CH:11]=[CH:10][CH:9]=1>C(OCC)C>[NH2:21][CH2:20][CH2:19][C:15]1([NH:14][CH2:7][C:8]2[CH:13]=[CH:12][CH:11]=[CH:10][CH:9]=2)[CH2:18][O:17][CH2:16]1 |f:0.1.2.3.4.5|. Procedure details: To a cooled slurry of lithium aluminium hydride (327 mg, 8.6 mmol) in anhydrous diethyl ether (40 mL), was added a solution of 3-(benzylamino)oxetan-3-acetonitrile (1.0 g, 4.3 mmol) in anhydrous diethyl ether (10 mL) dropwise at 0° C. After being stirred at 0° C. for 2 hours, the reaction was quenched by introducing disodium sulfate decahydrate slowly. After being stirred for 30 minutes, the mixture was filtered, and the filter cake was washed with ethyl acetate. The filtrate was dried over sodi... Reactants: C(C)(C)(C)C1=CC(=C(C=N1)C=1N([C@]([C@](N1)(C)C1=CC=C(C=C1)Cl)(C)C1=CC=C(C=C1)Cl)C(=O)N1CCC(CC1)CC(=O)O)OCC ({1-[(4S,5R)-2-(6-tert-butyl-4-ethoxy-pyridin-3-yl)-4,5-bis-(4-chloro-phenyl)-4,5-dimethyl-4,5-dihydro-imidazole-1-carbonyl]-piperidin-4-yl}-acetic acid), C1NCCC2=CC=CC=C12 (1,2,3,4-tetrahydroisoquinoline). Product: C(C)(C)(C)C1=CC(=C(C=N1)C=1N([C@]([C@](N1)(C)C1=CC=C(C=C1)Cl)(C)C1=CC=C(C=C1)Cl)C(=O)N1CCC(CC1)CC(=O)N1CC2=CC=CC=C2CC1)OCC (2-{1-[(4S,5R)-2-(6-tert-Butyl-4-ethoxy-pyridin-3-yl)-4,5-bis-(4-chloro-phenyl)-4,5-dimethyl-4,5-dihydro-imidazole-1-carbonyl]-piperidin-4-yl}-1-(3,4-dihydro-1H-isoquinolin-2-yl)-ethanone). As a reaction SMILES: [C:1]([C:5]1[N:10]=[CH:9][C:8]([C:11]2[N:12]([C:32]([N:34]3[CH2:39][CH2:38][CH:37]([CH2:40][C:41](O)=[O:42])[CH2:36][CH2:35]3)=[O:33])[C@@:13]([C:25]3[CH:30]=[CH:29][C:28]([Cl:31])=[CH:27][CH:26]=3)([CH3:24])[C@@:14]([C:17]3[CH:22]=[CH:21][C:20]([Cl:23])=[CH:19][CH:18]=3)([CH3:16])[N:15]=2)=[C:7]([O:44][CH2:45][CH3:46])[CH:6]=1)([CH3:4])([CH3:3])[CH3:2].[CH2:47]1[C:56]2[C:51](=[CH:52][CH:53]=[CH:54][CH:55]=2)[CH2:50][CH2:49][NH:48]1>>[C:1]([C:5]1[N:10]=[CH:9][C:8]([C:11]2[N:12]([C:32]([N:34]3[CH2:39][CH2:38][CH:37]([CH2:40][C:41]([N:48]4[CH2:49][CH2:50][C:51]5[C:56](=[CH:55][CH:54]=[CH:53][CH:52]=5)[CH2:47]4)=[O:42])[CH2:36][CH2:35]3)=[O:33])[C@@:13]([C:25]3[CH:30]=[CH:29][C:28]([Cl:31])=[CH:27][CH:26]=3)([CH3:24])[C@@:14]([C:17]3[CH:22]=[CH:21][C:20]([Cl:23])=[CH:19][CH:18]=3)([CH3:16])[N:15]=2)=[C:7]([O:44][CH2:45][CH3:46])[CH:6]=1)([CH3:2])([CH3:4])[CH3:3]. Procedure details: In a manner analogous to the method described in example 163, {1-[(4S,5R)-2-(6-tert-butyl-4-ethoxy-pyridin-3-yl)-4,5-bis-(4-chloro-phenyl)-4,5-dimethyl-4,5-dihydro-imidazole-1-carbonyl]-piperidin-4-yl}-acetic acid was reacted with 1,2,3,4-tetrahydroisoquinoline (Aldrich) to give the title product. LC-MS (ES+) 780 [(M+H)+]. Reactants: CN(CC(CN)(C)C)C (3-dimethylamino-2,2-dimethylpropylamine), P(O)(O)(O)=O (phosphoric acid), C(C=C)(=O)O (acrylic acid). The reagents and catalysts are C1(=CC=CC=C1)NC1=CC2=CC=CC=C2C=C1 (N-phenyl-β-naphthylamine). Reaction conditions: temperature 200 celsius, time 1 hour. The product is CN(CC(CNC(C=C)=O)(C)C)C (N-(3-dimethylamino-2,2-dimethylpropyl)acrylamide). Isolated yield 67.0%. As a reaction SMILES: [CH3:1][N:2]([CH3:9])[CH2:3][C:4]([CH3:8])([CH3:7])[CH2:5][NH2:6].P(=O)(O)(O)O.[C:15](O)(=[O:18])[CH:16]=[CH2:17]>C1(NC2C=CC3C(=CC=CC=3)C=2)C=CC=CC=1>[CH3:1][N:2]([CH3:9])[CH2:3][C:4]([CH3:8])([CH3:7])[CH2:5][NH:6][C:15](=[O:18])[CH:16]=[CH2:17]. Procedure: A 500-ml three-neck flask fitted with a magnetic agitator, a thermometer, and a short column with a distillation set was charged with 260 g (2 mol) 3-dimethylamino-2,2-dimethylpropylamine; 4 g N-phenyl-β-naphthylamine; and 4 ml 85% phosphoric acid. 144 g (2 mol) acrylic acid was added drop by drop for 0.5 hours, whereupon the temperature of the mixture rose to 150° C. Finally, the mixture was heated to 200° C. in a nitrogen atmosphere for 2 hours, and then stirred at this temperature for 1 hour.... Procedure details: The title compound was prepared from 1'-methyl-2,3,6,7-tetrahydrospiro [furo[2,3-f]indole-3,4'-piperidine] (D8) and 4'-methoxycarbonyl-2'-methyl biphenyl-4-carboxylic acid (D41) using a procedure similar to that of Example 1 (76%). The reactants are CN1CCC2(CC1)COC1=CC=3CCNC3C=C12 (1'-methyl-2,3,6,7-tetrahydrospiro[furo[2,3-f]indole-3,4'-piperidine]), COC(=O)C1=CC(=C(C=C1)C1=CC=C(C=C1)C(=O)O)C (4'-methoxycarbonyl-2'-methyl biphenyl-4-carboxylic acid), Example 1. Product: COC(=O)C1=CC(=C(C=C1)C1=CC=C(C=C1)C(=O)N1CCC=2C=C3C(=CC12)C1(CCN(CC1)C)CO3)C (5-(4'-Methoxycarbonyl-2'-methylbiphenyl-4-carbonyl)-1'-methyl-2,3,6,7-tetrahydrospiro[furo[2,3-f]indole-3,4'-piperidine]). RXN SMILES: [CH3:1][N:2]1[CH2:7][CH2:6][C:5]2([C:18]3[C:10](=[CH:11][C:12]4[CH2:13][CH2:14][NH:15][C:16]=4[CH:17]=3)[O:9][CH2:8]2)[CH2:4][CH2:3]1.[CH3:19][O:20][C:21]([C:23]1[CH:28]=[CH:27][C:26]([C:29]2[CH:34]=[CH:33][C:32]([C:35](O)=[O:36])=[CH:31][CH:30]=2)=[C:25]([CH3:38])[CH:24]=1)=[O:22]>>[CH3:19][O:20][C:21]([C:23]1[CH:28]=[CH:27][C:26]([C:29]2[CH:34]=[CH:33][C:32]([C:35]([N:15]3[C:16]4[CH:17]=[C:18]5[C:5]6([CH2:8][O:9][C:10]5=[CH:11][C:12]=4[CH2:13][CH2:14]3)[CH2:4][CH2:3][N:2]([CH3:1])[CH2:7][CH2:6]6)=[O:36])=[CH:31][CH:30]=2)=[C:25]([CH3:38])[CH:24]=1)=[O:22]. Starting materials: solution, C(C)(C)(C)C=1C=C(C(=C(C1)NC(OC(C)(C)C)=O)OC)NC(=O)C=1N(C2=C(C=CC=C2C1)CN1CCN(CC1)C(=O)C1N(CCC1)C)C (tert-butyl [5-tert-butyl-2-methoxy-3-({1-methyl-7-[4-(1-methyl-pyrrolidine-2-carbonyl)-piperazin-1-ylmethyl]-1H-indole-2-carbonyl}-amino)-phenyl]-carbamate), Cl (hydrogen chloride). Solvent: C(C)(C)O (isopropanol), ClCCl (dichloromethane). Reaction conditions: time 3 hour. The product is Cl.Cl.Cl.NC=1C(=C(C=C(C1)C(C)(C)C)NC(=O)C=1N(C2=C(C=CC=C2C1)CN1CCN(CC1)C(=O)[C@H]1N(CCC1)C)C)OC ((S)-1-methyl-7-[4-(1-methyl-pyrrolidine-2-carbonyl)-piperazin-1-ylmethyl]-1H-indole-2-carboxylic acid-(3-amino-5-tert-butyl-2-methoxy-phenyl)-amide trihydrochloride). Reaction SMILES: [C:1]([C:5]1[CH:6]=[C:7]([NH:21][C:22]([C:24]2[N:25]([CH3:48])[C:26]3[C:31]([CH:32]=2)=[CH:30][CH:29]=[CH:28][C:27]=3[CH2:33][N:34]2[CH2:39][CH2:38][N:37]([C:40]([CH:42]3[CH2:46][CH2:45][CH2:44][N:43]3[CH3:47])=[O:41])[CH2:36][CH2:35]2)=[O:23])[C:8]([O:19][CH3:20])=[C:9]([NH:11]C(=O)OC(C)(C)C)[CH:10]=1)([CH3:4])([CH3:3])[CH3:2].[ClH:49]>ClCCl.C(O)(C)C>[ClH:49].[ClH:49].[ClH:49].[NH2:11][C:9]1[C:8]([O:19][CH3:20])=[C:7]([NH:21][C:22]([C:24]2[N:25]([CH3:48])[C:26]3[C:31]([CH:32]=2)=[CH:30][CH:29]=[CH:28][C:27]=3[CH2:33][N:34]2[CH2:35][CH2:36][N:37]([C:40]([C@@H:42]3[CH2:46][CH2:45][CH2:44][N:43]3[CH3:47])=[O:41])[CH2:38][CH2:39]2)=[O:23])[CH:6]=[C:5]([C:1]([CH3:2])([CH3:3])[CH3:4])[CH:10]=1 |f:4.5.6.7|. Procedure: 1.59 g tert-butyl [5-tert-butyl-2-methoxy-3-({1-methyl-7-[4-(1-methyl-pyrrolidine-2-carbonyl)-piperazin-1-ylmethyl]-1H-indole-2-carbonyl}-amino)-phenyl]-carbamate are dissolved in 15 ml dichloromethane, combined with 10 ml of a 5 M solution of hydrogen chloride in isopropanol and stirred for 3 hours at ambient temperature. Then the solvents are eliminated in vacuo. The product thus obtained is further reacted directly.